Dataset: the Open Reaction Database (ORD), a public repository of structured organic reaction records. Task: describe an organic reaction: reactants, conditions, products, and yield The reactants are CCOC(=O)c1cc(-c2ccc(OC)cc2)n[nH]c1=O, Fc1ccc(C=CCCl)c(F)c1. Product: CCOC(=O)c1cc(-c2ccc(OC)cc2)nn(CC=Cc2ccc(F)cc2F)c1=O. RXN SMILES: [CH2:1]([CH3:2])[O:3][C:4](=[O:5])[c:6]1[c:7](=[O:20])[nH:8][n:9][c:10](-[c:12]2[cH:13][cH:14][c:15]([O:18][CH3:19])[cH:16][cH:17]2)[cH:11]1.[F:21][c:22]1[c:23]([CH:24]=[CH:25][CH2:26][Cl:27])[cH:28][cH:29][c:30]([F:32])[cH:31]1>>[CH2:1]([CH3:2])[O:3][C:4](=[O:5])[c:6]1[c:7](=[O:20])[n:8]([CH2:26][CH:25]=[CH:24][c:23]2[c:22]([F:21])[cH:31][c:30]([F:32])[cH:29][cH:28]2)[n:9][c:10](-[c:12]2[cH:13][cH:14][c:15]([O:18][CH3:19])[cH:16][cH:17]2)[cH:11]1. The solvent is CO (MeOH), C1(=CC=CC=C1)OC1=CC=CC=C1 (diphenylether). RXN SMILES: [C:1]([C:4]1[CH:5]=[C:6]2[C:10](=[CH:11][CH:12]=1)[CH2:9][CH2:8][CH2:7]2)(=O)[CH3:2].C([O:15][C:16](=O)[C:17]1[C:18](=[CH:20][CH:21]=[CH:22][CH:23]=1)[NH2:19])C.[Al+3].[Cl-].[Cl-].[Cl-].CCCCCC>C1(OC2C=CC=CC=2)C=CC=CC=1.CO>[CH2:9]1[C:10]2[C:6](=[CH:5][C:4]([C:1]3[NH:19][C:18]4[C:17]([C:16](=[O:15])[CH:2]=3)=[CH:23][CH:22]=[CH:21][CH:20]=4)=[CH:12][CH:11]=2)[CH2:7][CH2:8]1 |f:2.3.4.5|. Yields the product C1CCC2=CC(=CC=C12)C=1NC2=CC=CC=C2C(C1)=O (2-indan-5-yl-1 H-quinolin-4-one). Starting materials: CCCCCC (Hexane), C(C)(=O)C=1C=C2CCCC2=CC1 (5-acetylindane), C(C)OC(C=1C(N)=CC=CC1)=O (anthranilic acid ethyl ester), [Al+3].[Cl-].[Cl-].[Cl-] (AlCl3). Procedure details: To a mixture of 5-acetylindane (3.0 g, 18.7 mmol) and anthranilic acid ethyl ester (2.8 ml, 18.7 mmol) in diphenylether (47 g) was added portionwise AlCl3 (3.5 g, 26.2 mmol). The reaction mixture was stirred at 200° C. for 2.5 hours and cooled to room temperature. Hexane (100 ml) and MeOH (3 ml) were then added. The so obtained solid was filtered, washed with hexane and stirred in the presence of 5N HCl (85 ml) and acetone (10 ml). After filtration, the solid was again washed with H2O, and stirr... Reaction conditions: temperature 200 celsius, time 2.5 hour. Yield: 89.0%. Reported procedure: Lithium hydroxide monohydrate (0.01 g, 0.23 mmol) was added to a stirred solution of {6-chloro-3-methyl-4-[4-(2-trifluoromethoxy-benzenesulfonyl)-phenyl]-naphthalen-2-yl}-acetic acid methyl ester (0.032 g, 0.058 mmol) in a 3:1 THF—H2O mixture (4 mL). The reaction mixture was stirred for 16 hours at room temperature. The THF was distilled off under reduced pressure, and the crude residue was diluted with water, acidified [pH˜2] via the drop-wise addition of an aqueous solution of hydrochloric aci... Reactants: O.[OH-].[Li+] (Lithium hydroxide monohydrate), COC(CC1=CC2=CC=C(C=C2C(=C1C)C1=CC=C(C=C1)S(=O)(=O)C1=C(C=CC=C1)OC(F)(F)F)Cl)=O ({6-chloro-3-methyl-4-[4-(2-trifluoromethoxy-benzenesulfonyl)-phenyl]-naphthalen-2-yl}-acetic acid methyl ester). Reaction SMILES: O.[OH-].[Li+].C[O:5][C:6](=[O:40])[CH2:7][C:8]1[C:17]([CH3:18])=[C:16]([C:19]2[CH:24]=[CH:23][C:22]([S:25]([C:28]3[CH:33]=[CH:32][CH:31]=[CH:30][C:29]=3[O:34][C:35]([F:38])([F:37])[F:36])(=[O:27])=[O:26])=[CH:21][CH:20]=2)[C:15]2[C:10](=[CH:11][CH:12]=[C:13]([Cl:39])[CH:14]=2)[CH:9]=1>C1COCC1.O>[Cl:39][C:13]1[CH:14]=[C:15]2[C:10](=[CH:11][CH:12]=1)[CH:9]=[C:8]([CH2:7][C:6]([OH:40])=[O:5])[C:17]([CH3:18])=[C:16]2[C:19]1[CH:20]=[CH:21][C:22]([S:25]([C:28]2[CH:33]=[CH:32][CH:31]=[CH:30][C:29]=2[O:34][C:35]([F:37])([F:36])[F:38])(=[O:27])=[O:26])=[CH:23][CH:24]=1 |f:0.1.2,4.5|. The product is ClC=1C=C2C(=C(C(=CC2=CC1)CC(=O)O)C)C1=CC=C(C=C1)S(=O)(=O)C1=C(C=CC=C1)OC(F)(F)F ({6-chloro-3-methyl-4-[4-(2-trifluoromethoxy-benzenesulfonyl)-phenyl]-naphthalen-2-yl}-acetic acid). Run at time 16 hour. Isolated yield 112.8%. The solvent is hexanes, C1CCOC1.O (THF H2O). Starting materials: C1CCOC1, [OH-], [OH-], CN1CCN(C(=O)C(Cc2ccc(OCc3ccccc3)cc2)NC(=O)N(CCO)CCc2ccccc2)CC1, [Pd+2]. The product is CN1CCN(C(=O)C(Cc2ccc(O)cc2)NC(=O)N(CCO)CCc2ccccc2)CC1. RXN SMILES: [O:41]1[CH2:42][CH2:43][CH2:44][CH2:45]1.[OH-:46].[OH-:48].[OH:1][CH2:2][CH2:3][N:4]([C:5]([NH:6][CH:7]([C:8](=[O:9])[N:10]1[CH2:11][CH2:12][N:13]([CH3:16])[CH2:14][CH2:15]1)[CH2:17][c:18]1[cH:19][cH:20][c:21]([O:24][CH2:25][c:26]2[cH:27][cH:28][cH:29][cH:30][cH:31]2)[cH:22][cH:23]1)=[O:32])[CH2:33][CH2:34][c:35]1[cH:36][cH:37][cH:38][cH:39][cH:40]1.[Pd+2:47]>>[OH:1][CH2:2][CH2:3][N:4]([C:5]([NH:6][CH:7]([C:8](=[O:9])[N:10]1[CH2:11][CH2:12][N:13]([CH3:16])[CH2:14][CH2:15]1)[CH2:17][c:18]1[cH:19][cH:20][c:21]([OH:24])[cH:22][cH:23]1)=[O:32])[CH2:33][CH2:34][c:35]1[cH:36][cH:37][cH:38][cH:39][cH:40]1.